The task is: describe an organic reaction: reactants, conditions, products, and yield. This data is from the Open Reaction Database (ORD), a public repository of structured organic reaction records. Starting materials: ClC1=C(C=CC(=C1Cl)OC1=CC=C(C=C1)[N+](=O)[O-])O (2,3-dichloro-4-(p-nitrophenoxy)phenol), BrCC(=O)OCC (ethyl bromoacetate), C([O-])([O-])=O.[K+].[K+] (potassium carbonate). The solvent is CC(CC)=O (2-butanone). The product is ClC1=C(OCC(=O)OCC)C=CC(=C1Cl)OC1=CC=C(C=C1)[N+](=O)[O-] (Ethyl 2,3-dichloro-4-(4'-nitrophenoxy)phenoxyacetate). Reaction SMILES: [Cl:1][C:2]1[C:7]([Cl:8])=[C:6]([O:9][C:10]2[CH:15]=[CH:14][C:13]([N+:16]([O-:18])=[O:17])=[CH:12][CH:11]=2)[CH:5]=[CH:4][C:3]=1[OH:19].Br[CH2:21][C:22]([O:24][CH2:25][CH3:26])=[O:23].C(=O)([O-])[O-].[K+].[K+]>CC(=O)CC>[Cl:1][C:2]1[C:7]([Cl:8])=[C:6]([O:9][C:10]2[CH:11]=[CH:12][C:13]([N+:16]([O-:18])=[O:17])=[CH:14][CH:15]=2)[CH:5]=[CH:4][C:3]=1[O:19][CH2:21][C:22]([O:24][CH2:25][CH3:26])=[O:23] |f:2.3.4|. Procedure: A mixture of 2,3-dichloro-4-(p-nitrophenoxy)phenol (11.5 g., 0.038 mole), ethyl bromoacetate (9.51 g., 0.057 mole) and pulverized potassium carbonate (7.9 g., 0.057 mole) in 100 ml. of 2-butanone was heated at reflux for 2 hours. The reaction mixture was then filtered and the filtrate concentrated under reduced pressure. The residue was taken into CH2Cl2 and the resulting solution was washed with aqueous NaCl and dried over MgSO4. Evaporation of the solvent was followed by trituration with hexan... Reactants: CC(=O)Nc1ccc(S(=O)(=O)Cl)cc1, Nc1ccn(C2CC2)c(=O)n1, c1ccncc1. The product is CC(=O)Nc1ccc(S(=O)(=O)Nc2ccn(C3CC3)c(=O)n2)cc1. As a reaction SMILES: [C:12]([CH3:13])(=[O:14])[NH:15][c:16]1[cH:17][cH:18][c:19]([S:20](=[O:21])(=[O:22])[Cl:23])[cH:24][cH:25]1.[CH:1]1([n:4]2[c:5](=[O:6])[n:7][c:8]([NH2:9])[cH:10][cH:11]2)[CH2:2][CH2:3]1.[cH:26]1[cH:27][cH:28][n:29][cH:30][cH:31]1>>[CH:1]1([n:4]2[c:5](=[O:6])[n:7][c:8]([NH:9][S:20]([c:19]3[cH:18][cH:17][c:16]([NH:15][C:12]([CH3:13])=[O:14])[cH:25][cH:24]3)(=[O:21])=[O:22])[cH:10][cH:11]2)[CH2:2][CH2:3]1. Reactants: C(C1=CC=CC=C1)OC=1C(=NC=CC1)C(=O)OC (methyl 3-benzyloxypicolinate), N1(CCCC1)C(=O)Cl (1-pyrrolidinylcarbonyl chloride), C(C)(C)N(C(C)C)CC (N,N-diisopropylethylamine), [I-].[Na+] (sodium iodide). The solvent is C(C)#N (acetonitrile). The product is C(C1=CC=CC=C1)OC=1C(=NC(=CC1)N1CCCC1)C(=O)O (3-benzyloxy-6-(1-pyrrolidinyl)picolinic acid). Yield: 83.0%. RXN SMILES: [CH2:1]([O:8][C:9]1[C:10]([C:15]([O:17]C)=[O:16])=[N:11][CH:12]=[CH:13][CH:14]=1)[C:2]1[CH:7]=[CH:6][CH:5]=[CH:4][CH:3]=1.[N:19]1(C(Cl)=O)[CH2:23][CH2:22][CH2:21][CH2:20]1.C(N(CC)C(C)C)(C)C.[I-].[Na+]>C(#N)C>[CH2:1]([O:8][C:9]1[C:10]([C:15]([OH:17])=[O:16])=[N:11][C:12]([N:19]2[CH2:23][CH2:22][CH2:21][CH2:20]2)=[CH:13][CH:14]=1)[C:2]1[CH:3]=[CH:4][CH:5]=[CH:6][CH:7]=1 |f:3.4|. Procedure: 6.48 g (25 mmol) of methyl 3-benzyloxypicolinate (N-oxide), 6.68 g (50 mmol) of 1-pyrrolidinylcarbonyl chloride, 6.46 g (50 mmol) of N,N-diisopropylethylamine and 7.49 g (50 mmol) of sodium iodide were refluxed under heating for two hours in 120 ml of acetonitrile. The solvent was distilled off, and water was added to the residue. The mixture was extracted with ethyl acetate, washed with a saturated sodium chloride aqueous solution and dried over anhydrous magnesium sulfate. The solvent was dist... The reactants are COC1=CC=C(C(CBr)=O)C=C1 (p-methoxyphenacyl bromide), CN(C1=CC=C(C=NN2C(=NC=C2)C2=CC=C(C=C2)OC)C=C1)C (1-[[p-(dimethylamino)-benzylidene]amino]-2-(p-methoxyphenyl)imidazole). Solvent: CC(C)O (2-propanol). Run at time 3 day. The product is [Br-].CN(C1=CC=C(C=NN2C(=[N+](C=C2)CC(=O)C2=CC=C(C=C2)OC)C2=CC=C(C=C2)OC)C=C1)C (3-[[p-(dimethylamino)benzylidene]amino]-2-(p-methoxyphenyl)-1-(p-methoxyphenacyl)imidazolium bromide). Reaction SMILES: [CH3:1][O:2][C:3]1[CH:12]=[CH:11][C:6]([C:7](=[O:10])[CH2:8][Br:9])=[CH:5][CH:4]=1.[CH3:13][N:14]([CH3:36])[C:15]1[CH:35]=[CH:34][C:18]([CH:19]=[N:20][N:21]2[CH:25]=[CH:24][N:23]=[C:22]2[C:26]2[CH:31]=[CH:30][C:29]([O:32][CH3:33])=[CH:28][CH:27]=2)=[CH:17][CH:16]=1>CC(O)C>[Br-:9].[CH3:36][N:14]([CH3:13])[C:15]1[CH:16]=[CH:17][C:18]([CH:19]=[N:20][N:21]2[CH:25]=[CH:24][N+:23]([CH2:8][C:7]([C:6]3[CH:11]=[CH:12][C:3]([O:2][CH3:1])=[CH:4][CH:5]=3)=[O:10])=[C:22]2[C:26]2[CH:31]=[CH:30][C:29]([O:32][CH3:33])=[CH:28][CH:27]=2)=[CH:34][CH:35]=1 |f:3.4|. Procedure: 0.92 g of p-methoxyphenacyl bromide is added to a solution of 0.32 g of 1-[[p-(dimethylamino)-benzylidene]amino]-2-(p-methoxyphenyl)imidazole in 20 ml of 2-propanol. After stirring for 3 days with the exclusion of light, the mixture is evaporated. The residue is placed on a column loaded with 20 g of silica gel. The product is eluted with methylene chloride/methanol (9:1). After crystallization from ethanol/ether, there is obtained 3-[[p-(dimethylamino)benzylidene]amino]-2-(p-methoxyphenyl)-1-(p... Product: CCC1CC2C3CCC4=CC(=O)CCC4C3CCC2(C)C1OC(=O)COC(=O)CCC(C)C. As a reaction SMILES: [CH2:1]([CH3:2])[CH:3]1[CH:4]([O:22][C:23]([CH2:24][Br:25])=[O:26])[C:5]2([CH3:6])[CH:7]([CH2:8]1)[CH:9]1[CH2:10][CH2:11][C:12]3=[CH:13][C:14](=[O:21])[CH2:15][CH2:16][CH:17]3[CH:18]1[CH2:19][CH2:20]2.[CH3:27][CH:28]([CH2:29][CH2:30][C:31](=[O:32])[OH:33])[CH3:34].[CH3:35][C:36](=[O:37])[CH3:38]>>[CH2:1]([CH3:2])[CH:3]1[CH:4]([O:22][C:23]([CH2:24][O:33][C:31]([CH2:30][CH2:29][CH:28]([CH3:27])[CH3:34])=[O:32])=[O:26])[C:5]2([CH3:6])[CH:7]([CH2:8]1)[CH:9]1[CH2:10][CH2:11][C:12]3=[CH:13][C:14](=[O:21])[CH2:15][CH2:16][CH:17]3[CH:18]1[CH2:19][CH2:20]2. The reactants are CCC1CC2C3CCC4=CC(=O)CCC4C3CCC2(C)C1OC(=O)CBr, CC(C)CCC(=O)O, CC(C)=O. Starting materials: CI (CH3I), Cl.COC(=O)C1CN=CNC1 (1,4,5,6-Tetrahydro-5-methoxycarbonylpyrimidine hydrochloride), [H-].[Na+] (NaH), oil. The solvent is CN(C)C=O (DMF). Conditions: time 3 hour. Product: CN1C=NCC(C1)C(=O)OC (1-Methyl-1,4,5,6-tetrahydro-5-methoxycarbonylpyrimidine). The yield is 75.9%. As a reaction SMILES: Cl.[CH3:2][O:3][C:4]([CH:6]1[CH2:11][NH:10][CH:9]=[N:8][CH2:7]1)=[O:5].[H-].[Na+].[CH3:14]I>CN(C=O)C>[CH3:14][N:8]1[CH2:7][CH:6]([C:4]([O:3][CH3:2])=[O:5])[CH2:11][N:10]=[CH:9]1 |f:0.1,2.3|. Reported procedure: 1,4,5,6-Tetrahydro-5-methoxycarbonylpyrimidine hydrochloride (300 mg, 1.35 mmol) and NaH (60% in mineral oil 107 mg, 1.35 mmol) were suspended in anhydrous DMF (5 ml) in an oven dried round bottom flask with stirring under nitrogen. After stirring 15 minutes CH3I 84 μl, 1.35 mmol) was added via syringe and stirring continued 3 hours at room temperature. The solvents were evaporated in vacuo and the residue triturated with chloroform. The resulting suspension was filtered and evaporated in vacuo....